This data is from the Open Reaction Database (ORD), a public repository of structured organic reaction records. The task is: describe an organic reaction: reactants, conditions, products, and yield Reactants: FC(C=1C=C(C=CC1)C(CC)=O)(F)F (m-trifluoromethylpropiophenone), COC(N(C)C)OC (dimethylformamide dimethylacetal). Product: CN(C=C(C(=O)C1=CC(=CC=C1)C(F)(F)F)C)C (3-Dimethylamino-2-methyl-3'-(trifluoromethyl)acrylophenone). Reaction SMILES: [F:1][C:2]([F:14])([F:13])[C:3]1[CH:4]=[C:5]([C:9](=[O:12])[CH2:10][CH3:11])[CH:6]=[CH:7][CH:8]=1.CO[CH:17](OC)[N:18]([CH3:20])[CH3:19]>>[CH3:20][N:18]([CH3:19])[CH:17]=[C:10]([CH3:11])[C:9]([C:5]1[CH:6]=[CH:7][CH:8]=[C:3]([C:2]([F:1])([F:13])[F:14])[CH:4]=1)=[O:12]. Procedure: A mixture of 25 g. of m-trifluoromethylpropiophenone and 25 ml. of dimethylformamide dimethylacetal is refluxed overnight and then evaporated to an oil. The oil is dissolved in hexane and the solution is refrigerated giving crystals of the desired product, m.p. 53°-55° C. Starting materials: C(C)(=O)OC(C)=O (acetic anhydride), Cl.NC1=CC(=C(OCC(=O)OCC)C=C1)NC(C1=CC=C(C=C1)OCCCCC1=CC=CC=C1)=O (ethyl 4-amino-2-[p-(4-phenylbutoxy)benzamido]phenoxyacetate hydrochloride). Run in N1=CC=CC=C1 (pyridine). Run at time 8 hour. Yields the product C(C)(=O)NC1=CC(=C(OCC(=O)OCC)C=C1)NC(C1=CC=C(C=C1)OCCCCC1=CC=CC=C1)=O (ethyl 4-acetamido-2-[p-(4-phenylbutoxy)benzamido]phenoxyacetate). As a reaction SMILES: [C:1](OC(=O)C)(=[O:3])[CH3:2].Cl.[NH2:9][C:10]1[CH:22]=[CH:21][C:13]([O:14][CH2:15][C:16]([O:18][CH2:19][CH3:20])=[O:17])=[C:12]([NH:23][C:24](=[O:42])[C:25]2[CH:30]=[CH:29][C:28]([O:31][CH2:32][CH2:33][CH2:34][CH2:35][C:36]3[CH:41]=[CH:40][CH:39]=[CH:38][CH:37]=3)=[CH:27][CH:26]=2)[CH:11]=1>N1C=CC=CC=1>[C:1]([NH:9][C:10]1[CH:22]=[CH:21][C:13]([O:14][CH2:15][C:16]([O:18][CH2:19][CH3:20])=[O:17])=[C:12]([NH:23][C:24](=[O:42])[C:25]2[CH:30]=[CH:29][C:28]([O:31][CH2:32][CH2:33][CH2:34][CH2:35][C:36]3[CH:37]=[CH:38][CH:39]=[CH:40][CH:41]=3)=[CH:27][CH:26]=2)[CH:11]=1)(=[O:3])[CH3:2] |f:1.2|. Procedure: Under ice cooling 1 ml of acetic anhydride was added to a mixture of 200 mg of ethyl 4-amino-2-[p-(4-phenylbutoxy)benzamido]phenoxyacetate hydrochloride and 5 ml of pyridine followed by stirring at room temperature overnight. The reaction mixture was treated similarly to Example 68 to obtain 150 mg of ethyl 4-acetamido-2-[p-(4-phenylbutoxy)benzamido]phenoxyacetate. Starting materials: C(\C=C(\C)/CCC=C(C)C)Br (neryl bromide), OC\C=C(/CCC=C(C)C)\C (nerol), C(C)OC(C(CC(=O)OCC)=O)OCC (ethyl 4,4-diethoxyacetoacetate). Product: C(C)OC(C(CC\C=C(/CCC=C(C)C)\C)=O)OCC ((Z)-1,1-Diethoxy-6,10-dimethyl-5,9-undecadien-2-one). As a reaction SMILES: [CH2:1](Br)/[CH:2]=[C:3](\[CH2:5][CH2:6][CH:7]=[C:8]([CH3:10])[CH3:9])/[CH3:4].OC/C=C(/C)\CCC=C(C)C.[CH2:23]([O:25][CH:26]([O:35][CH2:36][CH3:37])[C:27](=[O:34])[CH2:28]C(OCC)=O)[CH3:24]>>[CH2:23]([O:25][CH:26]([O:35][CH2:36][CH3:37])[C:27](=[O:34])[CH2:28][CH2:1]/[CH:2]=[C:3](/[CH3:4])\[CH2:5][CH2:6][CH:7]=[C:8]([CH3:10])[CH3:9])[CH3:24]. Reported procedure: Reaction of neryl bromide which had been prepared from 31 g of nerol with 41.5 g of ethyl 4,4-diethoxyacetoacetate was carried out in the same manner as in Referential example 1 to yield 20 g of the desired product, b.p. 122° C./0.02 mmHg. Reactants: [Na] (sodium), N1C=NC=C1 (imidazole), [I-].[K+] (potassium iodide), CS(=O)(=O)OCC1OC(OC1)(CBr)C1=CC=C(C=C1)Cl ((2RS,4SR)-2-(4-chlorophenyl)-2-bromomethyl-1,3-dioxolan-4-ylmethyl methanesulfonate), [H-].[Na+] (sodium hydride), OC=1C=C2CCN(CC2=CC1)CCCC1=CC=C(C=C1)Cl (6-hydroxy-2-[3-(4-chlorophenyl)propyl]-1,2,3,4-tetrahydroisoquinoline), [H][H] (hydrogen). Solvent: CC(=O)N(C)C (dimethylacetamide). Reaction conditions: time 6 hour. Product: ClC1=CC=C(C=C1)C1(OCC(O1)COC=1C=C2CCN(CC2=CC1)CCCC1=CC=C(C=C1)Cl)CN1C=NC=C1 (6-[(2RS,4SR)-2-(4-chlorophenyl)-2-(1H-imidazol-1-ylmethyl)-1,3-dioxolan-4-ylmethyloxy]-2-[3-(4-chlorophenyl)-propyl]-1,2,3,4-tetrahydroisoquinoline). RXN SMILES: [H-].[Na+].[OH:3][C:4]1[CH:5]=[C:6]2[C:11](=[CH:12][CH:13]=1)[CH2:10][N:9]([CH2:14][CH2:15][CH2:16][C:17]1[CH:22]=[CH:21][C:20]([Cl:23])=[CH:19][CH:18]=1)[CH2:8][CH2:7]2.[H][H].CS(O[CH2:31][CH:32]1[CH2:36][O:35][C:34]([C:39]2[CH:44]=[CH:43][C:42]([Cl:45])=[CH:41][CH:40]=2)([CH2:37]Br)[O:33]1)(=O)=O.[Na].[NH:47]1[CH:51]=[CH:50][N:49]=[CH:48]1.[I-].[K+]>CC(N(C)C)=O>[Cl:45][C:42]1[CH:41]=[CH:40][C:39]([C:34]2([CH2:37][N:47]3[CH:51]=[CH:50][N:49]=[CH:48]3)[O:33][CH:32]([CH2:31][O:3][C:4]3[CH:5]=[C:6]4[C:11](=[CH:12][CH:13]=3)[CH2:10][N:9]([CH2:14][CH2:15][CH2:16][C:17]3[CH:18]=[CH:19][C:20]([Cl:23])=[CH:21][CH:22]=3)[CH2:8][CH2:7]4)[CH2:36][O:35]2)=[CH:44][CH:43]=1 |f:0.1,7.8,^1:45|. Reported procedure: 550 mg of sodium hydride (50% suspension in oil) are added to a solution of 3.0 g of 6-hydroxy-2-[3-(4-chlorophenyl)propyl]-1,2,3,4-tetrahydroisoquinoline in 30 ml of dimethylacetamide, the mixture is stirred until evolution of hydrogen has ended, and 3.9 g of (2RS,4SR)-2-(4-chlorophenyl)-2-bromomethyl-1,3-dioxolan-4-ylmethyl methanesulfonate are added. The mixture is heated at 80° for 6 hours, and then 0.9 g of the sodium salt of imidazole and a spatula tip of potassium iodide are added. The so... Reactants: COC1=C(C=C(C#N)C=C1)C (4-Methoxy-3-methylbenzonitrile), Cl (hydrogen chloride), Cl (HCl), CO (MeOH). The solvent is CCOCC (Et2O). Reaction conditions: time 3 hour. Product: Cl.COC1=C(C=C(C(O)=N)C=C1)C (4-methoxy-3-methylbenzimidate hydrochloride). The yield is 82.0%. RXN SMILES: [CH3:1][O:2][C:3]1[CH:10]=[CH:9][C:6]([C:7]#[N:8])=[CH:5][C:4]=1[CH3:11].[ClH:12].C[OH:14]>CCOCC>[ClH:12].[CH3:1][O:2][C:3]1[CH:10]=[CH:9][C:6]([C:7](=[NH:8])[OH:14])=[CH:5][C:4]=1[CH3:11] |f:4.5|. Reported procedure: Under a nitrogen atmosphere was prepared a slurry of 21 (25.6 g, 0.174 mol) in a mixture of MeOH (10 ml) and Et2O (12 ml). With cooling, a stream of hydrogen chloride was passed through, giving a solution momentarily followed by a precipitate. The total uptake of HCl was 15 grams. The reaction mixture was refrigerated for 3 hours, and the solid collected and washed with Et2O to yield 31 grams (82%) of 4-methoxy-3-methylbenzimidate hydrochloride; m.p. 137°-140°.